This data is from the Open Reaction Database (ORD), a public repository of structured organic reaction records. The task is: describe an organic reaction: reactants, conditions, products, and yield Product: CNc1ccc(Oc2ccnc(C#N)c2)cc1N. RXN SMILES: [C:21](=[O:22])([O-:23])[O-:24].[CH3:1][NH:2][c:3]1[c:4]([N+:18]([O-:19])=[O:20])[cH:5][c:6]([O:7][c:8]2[cH:9][c:10]([C:14]#[N:15])[n:11][cH:12][cH:13]2)[cH:16][cH:17]1.[CH3:36][CH2:37][OH:38].[Na+:25].[Na+:26].[Na+:34].[Na+:35].[OH2:27].[S:28]([S:29]([O-:30])=[O:31])([O-:32])=[O:33]>>[CH3:1][NH:2][c:3]1[c:4]([NH2:18])[cH:5][c:6]([O:7][c:8]2[cH:9][c:10]([C:14]#[N:15])[n:11][cH:12][cH:13]2)[cH:16][cH:17]1. Reactants: O=C([O-])[O-], CNc1ccc(Oc2ccnc(C#N)c2)cc1[N+](=O)[O-], CCO, [Na+], [Na+], [Na+], [Na+], O, O=S([O-])S(=O)[O-]. The solvent is C(C)O (ethanol). Reactants: C(C)(C)(C)OC(C(CC(=O)OCC1=CC=CC=C1)=C[C@@H]1CC[C@H](CC1)NC(=O)OC(C)(C)C)=O (trans-2-(4-tert-Butoxycarbonylamino-cyclohexylmethylene)-succinic acid 4-benzyl ester 1-tert-butyl ester). Reaction SMILES: [C:1]([O:5][C:6](=[O:34])[C:7](=[CH:19][C@H:20]1[CH2:25][CH2:24][C@H:23]([NH:26][C:27]([O:29][C:30]([CH3:33])([CH3:32])[CH3:31])=[O:28])[CH2:22][CH2:21]1)[CH2:8][C:9]([O:11]CC1C=CC=CC=1)=[O:10])([CH3:4])([CH3:3])[CH3:2]>C(O)C.[Pd]>[C:1]([O:5][C:6](=[O:34])[CH:7]([CH2:19][C@H:20]1[CH2:25][CH2:24][C@H:23]([NH:26][C:27]([O:29][C:30]([CH3:33])([CH3:32])[CH3:31])=[O:28])[CH2:22][CH2:21]1)[CH2:8][C:9]([OH:11])=[O:10])([CH3:3])([CH3:4])[CH3:2]. The product is C(C)(C)(C)OC(C(CC(=O)O)C[C@@H]1CC[C@H](CC1)NC(=O)OC(C)(C)C)=O (trans-2-(4-tert-Butoxycarbonylamino-cyclohexylmethyl)-succinic acid 1-tert-butyl ester). Procedure: A solution of trans-2-(4-tert-Butoxycarbonylamino-cyclohexylmethylene)-succinic acid 4-benzyl ester 1-tert-butyl ester (243 mg, 0.51 mmol) and palladium (5% on charcoal) in ethanol (15 mL) was hydrogenated at 4 bar for 3 h. The catalyst was removed from the reaction mixture by filtration. The catalyst was washed with ethanol and the solution was concentrated under reduced pressure to give crude trans-2-(4-tert-Butoxycarbonylamino-cyclohexylmethyl)-succinic acid 1-tert-butyl ester (217 mg, >100%)... The yield is 110.4%. Reagents/catalysts: [Pd] (palladium). Reaction conditions: temperature 0 celsius, time 1 hour. Solvent: C(C)(=O)OCC (ethyl acetate). The product is COC1=C(COCCCOC2=CC=C(C=C2)C2C(CN(CC2)C(=O)OCC2=CC=CC=C2)OCCOC2=C(C=CC=C2)CCC(=O)OC)C=CC=C1 (Benzyl 4-{4-[3-(2-methoxybenzyloxy)propoxy]phenyl}-3-{2-[2-(2-methoxycarbonylethyl)phenoxy]ethoxy}piperidine-1-carboxylate), SiO2. Starting materials: C([O-])(O)=O.[Na+] (sodium bicarbonate), ClC(=O)OCC1=CC=CC=C1 (benzyl chloroformate), ClC(=O)OCC1=CC=CC=C1 (benzyl chloroformate), COC1=C(COCCCOC2=CC=C(C=C2)C2C(CNCC2)OCCOC2=C(C=CC=C2)CCC(=O)OC)C=CC=C1 (methyl 3-{2-[2-(4-{4-[3-(2-methoxybenzyloxy)propoxy]phenyl}piperidin-3-yloxy)ethoxy]phenyl}propionate), C([O-])(O)=O.[Na+] (sodium bicarbonate). Reaction SMILES: [CH3:1][O:2][C:3]1[CH:42]=[CH:41][CH:40]=[CH:39][C:4]=1[CH2:5][O:6][CH2:7][CH2:8][CH2:9][O:10][C:11]1[CH:16]=[CH:15][C:14]([CH:17]2[CH2:22][CH2:21][NH:20][CH2:19][CH:18]2[O:23][CH2:24][CH2:25][O:26][C:27]2[CH:32]=[CH:31][CH:30]=[CH:29][C:28]=2[CH2:33][CH2:34][C:35]([O:37][CH3:38])=[O:36])=[CH:13][CH:12]=1.C(=O)(O)[O-].[Na+].Cl[C:49]([O:51][CH2:52][C:53]1[CH:58]=[CH:57][CH:56]=[CH:55][CH:54]=1)=[O:50]>C(OCC)(=O)C>[CH3:1][O:2][C:3]1[CH:42]=[CH:41][CH:40]=[CH:39][C:4]=1[CH2:5][O:6][CH2:7][CH2:8][CH2:9][O:10][C:11]1[CH:12]=[CH:13][C:14]([CH:17]2[CH2:22][CH2:21][N:20]([C:49]([O:51][CH2:52][C:53]3[CH:58]=[CH:57][CH:56]=[CH:55][CH:54]=3)=[O:50])[CH2:19][CH:18]2[O:23][CH2:24][CH2:25][O:26][C:27]2[CH:32]=[CH:31][CH:30]=[CH:29][C:28]=2[CH2:33][CH2:34][C:35]([O:37][CH3:38])=[O:36])=[CH:15][CH:16]=1 |f:1.2|. Procedure details: A solution of 0.15 g of methyl 3-{2-[2-(4-{4-[3-(2-methoxybenzyloxy)propoxy]phenyl}piperidin-3-yloxy)ethoxy]phenyl}propionate (Example 52) in 3 ml of ethyl acetate is admixed with 3 ml of saturated aqueous sodium bicarbonate solution. The mixture is cooled to 0° C. and admixed with 0.046 ml of benzyl chloroformate. After 1 hour, another 1 ml of saturated aqueous sodium bicarbonate solution and 0.020 ml of benzyl chloroformate are added. The aqueous phase is removed and extracted with ethyl aceta... Starting materials: Compound II, ClC1=CC=C(CNC(=O)NN(C)CC(=O)O)C=C1 (2-(2-(4-chlorobenzylcarbamoyl)-1-methylhydrazinyl)acetic acid), N[C@@H](CCCCNC(OC(C)(C)C)=O)C(=O)N(CC=1C=CC=C2C=CC=NC12)[C@H](C(OCC)OCC)C (tert-butyl (S)-5-amino-6-(((S)-1,1-diethoxypropan-2-yl)-(quinolin-8-ylmethyl)amino)-6-oxohexylcarbamate). Yields the product ClC1=CC=C(CNC(=O)NN(C)CC(=O)N[C@@H](CCCCNC(OC(C)(C)C)=O)C(=O)N(CC=2C=CC=C3C=CC=NC23)[C@H](C(OCC)OCC)C)C=C1 (tert-butyl (S)-5-(2-(2-(4-chlorobenzylcarbamoyl)-1-methylhydrazinyl)acetamido)-6-(((S)-1,1-diethoxypropan-2-yl)(quinolin-8-ylmethyl)amino)-6-oxohexylcarbamate). RXN SMILES: [Cl:1][C:2]1[CH:18]=[CH:17][C:5]([CH2:6][NH:7][C:8]([NH:10][N:11]([CH2:13][C:14]([OH:16])=O)[CH3:12])=[O:9])=[CH:4][CH:3]=1.[NH2:19][C@H:20]([C:33]([N:35]([C@@H:47]([CH3:55])[CH:48]([O:52][CH2:53][CH3:54])[O:49][CH2:50][CH3:51])[CH2:36][C:37]1[CH:38]=[CH:39][CH:40]=[C:41]2[C:46]=1[N:45]=[CH:44][CH:43]=[CH:42]2)=[O:34])[CH2:21][CH2:22][CH2:23][CH2:24][NH:25][C:26](=[O:32])[O:27][C:28]([CH3:31])([CH3:30])[CH3:29]>>[Cl:1][C:2]1[CH:3]=[CH:4][C:5]([CH2:6][NH:7][C:8]([NH:10][N:11]([CH2:13][C:14]([NH:19][C@H:20]([C:33]([N:35]([C@@H:47]([CH3:55])[CH:48]([O:49][CH2:50][CH3:51])[O:52][CH2:53][CH3:54])[CH2:36][C:37]2[CH:38]=[CH:39][CH:40]=[C:41]3[C:46]=2[N:45]=[CH:44][CH:43]=[CH:42]3)=[O:34])[CH2:21][CH2:22][CH2:23][CH2:24][NH:25][C:26](=[O:32])[O:27][C:28]([CH3:31])([CH3:29])[CH3:30])=[O:16])[CH3:12])=[O:9])=[CH:17][CH:18]=1. Procedure details: According to the procedure described in the synthesis method of Compound II-15, 2-(2-(4-chlorobenzylcarbamoyl)-1-methylhydrazinyl)acetic acid (Compound VI-7) 79 mg (0.29 mmol) was coupled with tert-butyl (S)-5-amino-6-(((S)-1,1-diethoxypropan-2-yl)-(quinolin-8-ylmethyl)amino)-6-oxohexylcarbamate (Compound IV-14) 100 mg (0.19 mmol) to obtain the title compound. The reactants are O=S(=O)(Cl)c1cccc2cncc(Br)c12, CC(C)(C)OC(=O)NCC1CCNCC1, CC(C)(C)OC(=O)NC1CCNC1, O=S(=O)(Cl)c1cccc2cncc(Cl)c12. Product: CC(C)(C)OC(=O)NCC1CCN(S(=O)(=O)c2cccc3cncc(Cl)c23)CC1. Reaction SMILES: [Br:31][c:32]1[c:33]2[c:34]([S:35]([Cl:36])(=[O:37])=[O:38])[cH:39][cH:40][cH:41][c:42]2[cH:43][n:44][cH:45]1.[C:16]([CH3:17])([CH3:18])([CH3:19])[O:20][C:21](=[O:22])[NH:23][CH2:24][CH:25]1[CH2:26][CH2:27][NH:28][CH2:29][CH2:30]1.[C:46]([O:47][C:48]([NH:49][CH:50]1[CH2:51][CH2:52][NH:53][CH2:54]1)=[O:55])([CH3:56])([CH3:57])[CH3:58].[Cl:1][c:2]1[cH:3][n:4][cH:5][c:6]2[cH:7][cH:8][cH:9][c:10]([S:12](=[O:13])(=[O:14])[Cl:15])[c:11]12>>[Cl:1][c:2]1[cH:3][n:4][cH:5][c:6]2[cH:7][cH:8][cH:9][c:10]([S:12](=[O:13])(=[O:14])[N:28]3[CH2:27][CH2:26][CH:25]([CH2:24][NH:23][C:21]([O:20][C:16]([CH3:17])([CH3:18])[CH3:19])=[O:22])[CH2:30][CH2:29]3)[c:11]12. The reactants are CSc1nc(=O)n(Cc2ccccc2)c2ncn(C)c12, NN, O, O. The product is Cn1cnc2c1c(NN)nc(=O)n2Cc1ccccc1. Reaction SMILES: [CH2:4]([c:5]1[cH:6][cH:7][cH:8][cH:9][cH:10]1)[n:11]1[c:12](=[O:23])[n:13][c:14]([S:21][CH3:22])[c:15]2[n:16]([CH3:20])[cH:17][n:18][c:19]12.[NH2:2][NH2:3].[OH2:1].[OH2:24]>>[NH:2]([NH2:3])[c:14]1[n:13][c:12](=[O:23])[n:11]([CH2:4][c:5]2[cH:6][cH:7][cH:8][cH:9][cH:10]2)[c:19]2[c:15]1[n:16]([CH3:20])[cH:17][n:18]2.